Dataset: the Open Reaction Database (ORD), a public repository of structured organic reaction records. Task: describe an organic reaction: reactants, conditions, products, and yield The reactants are COC1=NC=CC(=C1[N+](=O)[O-])C (2-Methoxy-3-nitro-4-methyl pyridine), COC(C)(N(C)C)OC (dimethylacetamide dimethylacetal). Run at time 18 hour. Product: CC=1NC2=C(N=CC=C2C1)OC (2-methyl-7-methoxy-6-azaindole). The yield is 57.0%. Reaction SMILES: [CH3:1][O:2][C:3]1[C:8]([N+:9]([O-])=O)=[C:7]([CH3:12])[CH:6]=[CH:5][N:4]=1.CO[C:15](OC)(N(C)C)[CH3:16]>>[CH3:15][C:16]1[NH:9][C:8]2[C:7]([CH:12]=1)=[CH:6][CH:5]=[N:4][C:3]=2[O:2][CH3:1]. Procedure: 2-Methoxy-3-nitro-4-methyl pyridine (200 mg, 1.2 mmol) and dimethylacetamide dimethylacetal (0.5 mL) were heated at 130° C. for 18 h. The reaction mixture was cooled and concentrated in vacuo to a deep purple-red oil. Benzene (4 mL) and 10% Pd/C (25 mg) were added and the solution hydrogenated at 45 psi for 18 h (Parr apparatus). The red coloration disappeared. The crude reaction mixture was purified directly by silica gel chromatography (20% EtOAc/hex) to furnish 2-methyl-7-methoxy-6-azaindole ... As a reaction SMILES: [C:13](=[O:14])([Cl:15])[Cl:16].[CH2:27]([Cl:28])[Cl:29].[Cl:17][c:18]1[c:19]2[c:20]([s:21][cH:22]1)[cH:23][cH:24][cH:25][cH:26]2.[Na+:12].[OH-:11].[n:1]1([CH2:6][CH2:7][CH2:8][CH2:9][NH2:10])[n:2][cH:3][n:4][cH:5]1>>[n:1]1([CH2:6][CH2:7][CH2:8][CH2:9][NH:10][C:13](=[O:14])[c:22]2[c:18]([Cl:17])[c:19]3[c:20]([s:21]2)[cH:23][cH:24][cH:25][cH:26]3)[n:2][cH:3][n:4][cH:5]1. Starting materials: O=C(Cl)Cl, ClCCl, Clc1csc2ccccc12, [Na+], [OH-], NCCCCn1cncn1. Yields the product O=C(NCCCCn1cncn1)c1sc2ccccc2c1Cl. The reactants are O.C1(=CC=C(C=C1)S(=O)(=O)O)C (p-toluenesulphonic acid monohydrate), ClC1=NC=C2N(C(CCN(C2=N1)C(C)C)=O)C (10-chloro-6-methyl-2-propan-2-yl-2,6,9,11-tetrazabicyclo[5.4.0]undeca-7,9,11-trien-5-one), NC1=C(C=C(C(=O)NC2CCN(CC2)C)C=C1)Cl (4-amino-3-chloro-N-(1-methyl-4-piperidyl)benzamide), ClC1=NC=C2N(C(CCN(C2=N1)C(C)C)=O)C (10-chloro-6-methyl-2-propan-2-yl-2,6,9,11-tetrazabicyclo[5.4.0]undeca-7,9,11-trien-5-one), NC1=C(C=C(C(=O)NC2CCN(CC2)C)C=C1)Cl (4-amino-3-chloro-N-(1-methyl-4-piperidyl)benzamide). Run in CO (MeOH), CC(CC(C)O)C (4-methyl-2-pentanol). Conditions: temperature 140 celsius. Product: ClC=1C=C(C(=O)NC2CCN(CC2)C)C=CC1NC=1N=C2N(CCC(N(C2=CN1)C)=O)C(C)C (3-chloro-4-[(2-methyl-3-oxo-6-propan-2-yl-2,6,8,10-tetrazabicyclo[5.4.0]undeca-7,9,11-trien-9-yl)amino]-N-(1-methyl-4-piperidyl)benzamide). The yield is 30.6%. Reaction SMILES: Cl[C:2]1[N:12]=[C:11]2[C:5]([N:6]([CH3:17])[C:7](=[O:16])[CH2:8][CH2:9][N:10]2[CH:13]([CH3:15])[CH3:14])=[CH:4][N:3]=1.[NH2:18][C:19]1[CH:34]=[CH:33][C:22]([C:23]([NH:25][CH:26]2[CH2:31][CH2:30][N:29]([CH3:32])[CH2:28][CH2:27]2)=[O:24])=[CH:21][C:20]=1[Cl:35].O.C1(C)C=CC(S(O)(=O)=O)=CC=1>CC(C)CC(O)C.CO>[Cl:35][C:20]1[CH:21]=[C:22]([CH:33]=[CH:34][C:19]=1[NH:18][C:2]1[N:12]=[C:11]2[C:5](=[CH:4][N:3]=1)[N:6]([CH3:17])[C:7](=[O:16])[CH2:8][CH2:9][N:10]2[CH:13]([CH3:15])[CH3:14])[C:23]([NH:25][CH:26]1[CH2:27][CH2:28][N:29]([CH3:32])[CH2:30][CH2:31]1)=[O:24] |f:2.3|. Procedure: 10-chloro-6-methyl-2-propan-2-yl-2,6,9,11-tetrazabicyclo[5.4.0]undeca-7,9,11-trien-5-one (Intermediate 76, 100 mg, 0.39 mmol) and 4-amino-3-chloro-N-(1-methyl-4-piperidyl)benzamide (Intermediate 79; 127 mg, 0.47 mmol) were suspended in 4-methyl-2-pentanol (3 mL) and p-toluenesulphonic acid monohydrate (74 mg, 0.97 mmol) added. The mixture was heated at 140° C. for 4 hours The mixture was cooled causing a white solid to formed. The whole mixture was diluted with MeOH to give a solution which was ... Reactants: FC(C(CC#N)N1N=CC(=C1)C=1C2=C(N=CN1)N(C=C2)COCC[Si](C)(C)C)(F)F (4,4,4-Trifluoro-3-[4-(7-[2-(trimethylsilyl)ethoxy]methyl-7H-pyrrolo[2,3-d]pyrimidin-4-yl)-1H-pyrazol-1-yl]butanenitrile), [H-].C(C(C)C)[Al+]CC(C)C (diisobutylaluminum hydride), Cl (HCl), CO (Methanol). Solvent: C(Cl)Cl (DCM), C(Cl)Cl (DCM), O (water). Run at temperature -47.5 celsius, time 3 hour. The product is FC(C(CC=O)N1N=CC(=C1)C=1C2=C(N=CN1)N(C=C2)COCC[Si](C)(C)C)(F)F (4,4,4-Trifluoro-3-[4-(7-[2-(trimethylsilyl)ethoxy]methyl-7H-pyrrolo[2,3-d]pyrimidin-4-yl)-1H-pyrazol-1-yl]butanal). Isolated yield 46.8%. RXN SMILES: [F:1][C:2]([F:30])([F:29])[CH:3]([N:7]1[CH:11]=[C:10]([C:12]2[C:13]3[CH:20]=[CH:19][N:18]([CH2:21][O:22][CH2:23][CH2:24][Si:25]([CH3:28])([CH3:27])[CH3:26])[C:14]=3[N:15]=[CH:16][N:17]=2)[CH:9]=[N:8]1)[CH2:4][C:5]#N.[H-].C([Al+]CC(C)C)C(C)C.C[OH:42].Cl>C(Cl)Cl.O>[F:1][C:2]([F:29])([F:30])[CH:3]([N:7]1[CH:11]=[C:10]([C:12]2[C:13]3[CH:20]=[CH:19][N:18]([CH2:21][O:22][CH2:23][CH2:24][Si:25]([CH3:26])([CH3:27])[CH3:28])[C:14]=3[N:15]=[CH:16][N:17]=2)[CH:9]=[N:8]1)[CH2:4][CH:5]=[O:42] |f:1.2|. Procedure details: To a −70° C. solution of 4,4,4-trifluoro-3-[4-(7-[2-(trimethylsilyl)ethoxy]methyl-7H-pyrrolo-[2,3-d]pyrimidin-4-yl)-1H-pyrazol-1-yl]butanenitrile (1.06 g, 0.00243 mol) (see, Example 93, Step 1) in DCM (10 mL, 0.2 mol) was added 1.0 M diisobutylaluminum hydride in DCM (4.8 mL). The resulting mixture was stirred for 3 h and allowed to warm during this time interval from −70 to −25° C., after which the reaction was cooled back at −70° C. Methanol (1.5 mL, 0.037 mol) was added, followed by 2.0 M HCl...